Dataset: the Open Reaction Database (ORD), a public repository of structured organic reaction records. Task: describe an organic reaction: reactants, conditions, products, and yield Reactants: C1(CC1)N1C=C(C(C2=C(C(=C(C(=C12)F)F)F)[N+](=O)[O-])=O)C(=O)OCC (ethyl 1-cyclopropyl-5-nitro-6,7,8-trifluoro-1,4-dihydro-4-oxo-3-quinolinecarboxylate), [H][H] (hydrogen). Reagents/catalysts: [Ni] (Raney nickel). Solvent: C(C)O (ethanol). The product is NC1=C2C(C(=CN(C2=C(C(=C1F)F)F)C1CC1)C(=O)OCC)=O (Ethyl 5-Amino-1-cyclopropyl-6,7,8-trifluoro-1,4-dihydro-4-oxo-3-quinolinecarboxylate). Isolated yield 34.7%. RXN SMILES: [CH:1]1([N:4]2[C:13]3[C:8](=[C:9]([N+:17]([O-])=O)[C:10]([F:16])=[C:11]([F:15])[C:12]=3[F:14])[C:7](=[O:20])[C:6]([C:21]([O:23][CH2:24][CH3:25])=[O:22])=[CH:5]2)[CH2:3][CH2:2]1.[H][H]>[Ni].C(O)C>[NH2:17][C:9]1[C:10]([F:16])=[C:11]([F:15])[C:12]([F:14])=[C:13]2[C:8]=1[C:7](=[O:20])[C:6]([C:21]([O:23][CH2:24][CH3:25])=[O:22])=[CH:5][N:4]2[CH:1]1[CH2:2][CH2:3]1. Reported procedure: A suspension of 1.9 g (5.3 mmoles) of ethyl 1-cyclopropyl-5-nitro-6,7,8-trifluoro-1,4-dihydro-4-oxo-3-quinolinecarboxylate, 0.5 g of Raney nickel and 100 ml of ethanol was shaken in a hydrogen atmosphere at pressures of 42.5-50 psi and temperatures of 24°-26.5° C. for ten hours. The mixture was filtered through Celite and some insoluble product was dissolved in tetrahydrofuran with filtration. The combined filtrates were evaporated in vacuo and the residue was chromatographed on silica gel to gi... Reactants: CS(=O)(=O)c1ccc(C(CC2CCCC2)C(=O)O)cc1C#N, ClCCl, CN(C)C=O, O=C(Cl)C(=O)Cl, CC(C)(O)Cn1ccc(N)n1, Cc1cccc(C)n1. The product is CC(C)(O)Cn1ccc(NC(=O)C(CC2CCCC2)c2ccc(S(C)(=O)=O)c(C#N)c2)n1. RXN SMILES: [C:1](#[N:2])[c:3]1[cH:4][c:5]([CH:13]([C:14](=[O:15])[OH:16])[CH2:17][CH:18]2[CH2:19][CH2:20][CH2:21][CH2:22]2)[cH:6][cH:7][c:8]1[S:9](=[O:10])(=[O:11])[CH3:12].[CH2:48]([Cl:49])[Cl:50].[CH3:51][N:52]([CH3:53])[CH:54]=[O:55].[Cl:23][C:24]([C:25]([Cl:26])=[O:27])=[O:28].[NH2:29][c:30]1[n:31][n:32]([CH2:35][C:36]([CH3:37])([OH:38])[CH3:39])[cH:33][cH:34]1.[n:40]1[c:41]([CH3:42])[cH:43][cH:44][cH:45][c:46]1[CH3:47]>>[C:1](#[N:2])[c:3]1[cH:4][c:5]([CH:13]([C:14](=[O:15])[NH:29][c:30]2[n:31][n:32]([CH2:35][C:36]([CH3:37])([OH:38])[CH3:39])[cH:33][cH:34]2)[CH2:17][CH:18]2[CH2:19][CH2:20][CH2:21][CH2:22]2)[cH:6][cH:7][c:8]1[S:9](=[O:10])(=[O:11])[CH3:12].